From a dataset of the Open Reaction Database (ORD), a public repository of structured organic reaction records. describe an organic reaction: reactants, conditions, products, and yield Reactants: NC[C@H](CN1CCC(CC1)OC1=CC(=C(C=C1)Cl)Cl)O ((2R)-1-amino-3-[4-(3,4-dichlorophenoxy)piperidin-1-yl]propan-2-ol), CS(=O)(=O)C1=CC=C(C(=O)O)C=C1 (4-(methylsulphonyl)benzoic acid). Product: ClC=1C=C(OC2CCN(CC2)C[C@@H](CNC(C2=CC=C(C=C2)S(=O)(=O)C)=O)O)C=CC1Cl (N-{(2R)-3-[4-(3,4-Dichlorophenoxy)piperidin-1-yl]-2-hydroxypropyl}-4-(methylsulfonyl)benzamide), solid. As a reaction SMILES: [NH2:1][CH2:2][C@@H:3]([OH:20])[CH2:4][N:5]1[CH2:10][CH2:9][CH:8]([O:11][C:12]2[CH:17]=[CH:16][C:15]([Cl:18])=[C:14]([Cl:19])[CH:13]=2)[CH2:7][CH2:6]1.[CH3:21][S:22]([C:25]1[CH:33]=[CH:32][C:28]([C:29](O)=[O:30])=[CH:27][CH:26]=1)(=[O:24])=[O:23]>>[Cl:19][C:14]1[CH:13]=[C:12]([CH:17]=[CH:16][C:15]=1[Cl:18])[O:11][CH:8]1[CH2:9][CH2:10][N:5]([CH2:4][C@H:3]([OH:20])[CH2:2][NH:1][C:29](=[O:30])[C:28]2[CH:27]=[CH:26][C:25]([S:22]([CH3:21])(=[O:24])=[O:23])=[CH:33][CH:32]=2)[CH2:6][CH2:7]1. Procedure details: Prepared as described in Example 1 from (2R)-1-amino-3-[4-(3,4-dichlorophenoxy)piperidin-1-yl]propan-2-ol (0.1 g) and 4-(methylsulphonyl)benzoic acid (0.063 g). Title compound obtained as white solid (0.038 g). Reactants: COc1cc(C(Cl)C(=O)OC(C)(C)C)ncc1[N+](=O)[O-], CC(=O)O. The product is COc1cc(CCl)ncc1[N+](=O)[O-]. As a reaction SMILES: [C:1]([O:2][C:3](=[O:4])[CH:7]([c:8]1[n:9][cH:10][c:11]([N+:16](=[O:17])[O-:18])[c:12]([O:14][CH3:15])[cH:13]1)[Cl:19])([CH3:5])([CH3:6])[CH3:20].[CH3:21][C:22](=[O:23])[OH:24]>>[CH2:7]([c:8]1[n:9][cH:10][c:11]([N+:16](=[O:17])[O-:18])[c:12]([O:14][CH3:15])[cH:13]1)[Cl:19]. Starting materials: C(=C)C(C1=CC=CC=C1)Cl (vinylbenzyl chloride), C(=C)C1=C(C=CC=C1)C=C (divinylbenzene). Run at time 30 minute. Yields the product C(=C)C1=C(C=CC=C1)C=C.C(=C)C(C1=CC=CC=C1)Cl (Divinylbenzene Vinylbenzyl Chloride). RXN SMILES: [CH:1]([CH:3]([Cl:10])[C:4]1[CH:9]=[CH:8][CH:7]=[CH:6][CH:5]=1)=[CH2:2].[CH:11]([C:13]1[CH:18]=[CH:17][CH:16]=[CH:15][C:14]=1[CH:19]=[CH2:20])=[CH2:12]>>[CH:11]([C:13]1[CH:18]=[CH:17][CH:16]=[CH:15][C:14]=1[CH:19]=[CH2:20])=[CH2:12].[CH:1]([CH:3]([Cl:10])[C:4]1[CH:9]=[CH:8][CH:7]=[CH:6][CH:5]=1)=[CH2:2] |f:2.3|. Reported procedure: This resin was prepared following essentially the same procedure as Resin B above, except that a mixture of 90 g. vinylbenzyl chloride and 10 g. of 55% commercial divinylbenzene was used instead of the monomer mixture described therein and polymerization was conducted at 70° C. for 1 hour and 30 min. Reaction SMILES: Cl.[CH2:2]([O:4][C:5](=[O:15])[C:6]1[CH:11]=[CH:10][C:9]([C:12](=[NH:14])[NH2:13])=[CH:8][CH:7]=1)[CH3:3].[CH2:16]([C:23](=[CH:26]OCC)C=O)[CH2:17][CH2:18][CH2:19][CH2:20][CH2:21][CH3:22].[CH3:30]C[O-].[Na+]>CO>[CH2:2]([O:4][C:5](=[O:15])[C:6]1[CH:11]=[CH:10][C:9]([C:12]2[N:13]=[C:23]([CH2:16][CH2:17][CH2:18][CH2:19][CH2:20][CH2:21][CH3:22])[CH:26]=[CH:30][N:14]=2)=[CH:8][CH:7]=1)[CH3:3].[CH2:17]([C:16]1[CH:23]=[CH:26][N:13]=[C:12]([C:9]2[CH:8]=[CH:7][C:6]([C:5]([OH:4])=[O:15])=[CH:11][CH:10]=2)[N:14]=1)[CH2:18][CH2:19][CH2:20][CH2:21][CH2:22][CH3:30] |f:0.1,3.4|. The solvent is CO (methanol). The reactants are Cl.C(C)OC(C1=CC=C(C=C1)C(N)=N)=O (4-amidino-benzoic acid ethyl ester hydrochloride), C(CCCCCC)C(C=O)=COCC (2-n-heptyl-3-ethoxy-acrolein), CC[O-].[Na+] (sodium ethylate). The product is C(C)OC(C1=CC=C(C=C1)C1=NC=CC(=N1)CCCCCCC)=O (4(4-n-heptylpyrimid-2-yl)-benzoic acid ethyl ester), C(CCCCCC)C1=NC(=NC=C1)C1=CC=C(C(=O)O)C=C1 (4-(4-n-heptylpyrimid-2-yl)-benzoic acid). Procedure: A suspension of 0.1 mole of 4-amidino-benzoic acid ethyl ester hydrochloride, 0.1 mole of 2-n-heptyl-3-ethoxy-acrolein and 0.14 mole of sodium ethylate in 100 ml. of methanol is stirred overnight at room temperature under an atmosphere of nitrogen. After the usual work up and separation into basic and acidic fractions, there is obtained 4(4-n-heptylpyrimid-2-yl)-benzoic acid ethyl ester and 4-(4-n-heptylpyrimid-2-yl)-benzoic acid. Starting materials: O=C1Nc2cc(Br)ccc2N2CCc3cccc1c32, c1ccc(CN2CCNCC2)cc1, Cc1ccccc1, [Cl-], [Cl-], [Cl-], [Cl-], [Na+], [OH-], [Ti+4]. Yields the product Brc1ccc2c(c1)N=C(N1CCN(Cc3ccccc3)CC1)c1cccc3c1N2CC3. Reaction SMILES: [Br:1][c:2]1[cH:3][c:4]2[c:5]([cH:18][cH:19]1)[N:6]1[c:7]3[c:8]([cH:12][cH:13][cH:14][c:15]3[CH2:16][CH2:17]1)[C:9](=[O:11])[NH:10]2.[CH2:20]([c:21]1[cH:22][cH:23][cH:24][cH:25][cH:26]1)[N:27]1[CH2:28][CH2:29][NH:30][CH2:31][CH2:32]1.[CH3:40][c:41]1[cH:42][cH:43][cH:44][cH:45][cH:46]1.[Cl-:35].[Cl-:36].[Cl-:37].[Cl-:38].[Na+:34].[OH-:33].[Ti+4:39]>>[Br:1][c:2]1[cH:3][c:4]2[c:5]([cH:18][cH:19]1)[N:6]1[c:7]3[c:8]([cH:12][cH:13][cH:14][c:15]3[CH2:16][CH2:17]1)[C:9]([N:30]1[CH2:29][CH2:28][N:27]([CH2:20][c:21]3[cH:22][cH:23][cH:24][cH:25][cH:26]3)[CH2:32][CH2:31]1)=[N:10]2. Yields the product O=C(Cl)OCCC1c2ccccc2-c2ccccc21. Starting materials: Cc1ccccc1, O=C(Cl)Cl, C1CCOC1, OCCC1c2ccccc2-c2ccccc21. As a reaction SMILES: [CH3:21][c:22]1[cH:23][cH:24][cH:25][cH:26][cH:27]1.[Cl:17][C:18]([Cl:19])=[O:20].[O:28]1[CH2:29][CH2:30][CH2:31][CH2:32]1.[cH:1]1[cH:2][cH:3][cH:4][c:5]2[c:13]1[CH:12]([CH2:14][CH2:15][OH:16])[c:11]1[c:6]-2[cH:7][cH:8][cH:9][cH:10]1>>[cH:1]1[cH:2][cH:3][cH:4][c:5]2[c:13]1[CH:12]([CH2:14][CH2:15][O:16][C:18]([Cl:17])=[O:20])[c:11]1[c:6]-2[cH:7][cH:8][cH:9][cH:10]1.